From a dataset of the Open Reaction Database (ORD), a public repository of structured organic reaction records. describe an organic reaction: reactants, conditions, products, and yield Starting materials: Cc1c(C)n(Cc2ccccc2)c2c(N3CCc4ccccc4C3)ccnc12, CC(=O)O, [Ce+4], O=[N+]([O-])[O-], O=[N+]([O-])[O-], O=[N+]([O-])[O-], O=[N+]([O-])[O-], O=[N+]([O-])[O-], [NH4+], O. Product: Cc1c(CO)c2nccc(N3CCc4ccccc4C3)c2n1Cc1ccccc1. RXN SMILES: [CH2:23]([c:24]1[cH:25][cH:26][cH:27][cH:28][cH:29]1)[n:30]1[c:31]([CH3:50])[c:32]([CH3:49])[c:33]2[n:34][cH:35][cH:36][c:37]([N:39]3[CH2:40][c:41]4[cH:42][cH:43][cH:44][cH:45][c:46]4[CH2:47][CH2:48]3)[c:38]12.[CH3:51][C:52](=[O:53])[OH:54].[Ce+4:5].[N+:11]([O-:12])([O-:13])=[O:14].[N+:15]([O-:16])([O-:17])=[O:18].[N+:19](=[O:20])([O-:21])[O-:22].[N+:1]([O-:2])([O-:3])=[O:4].[N+:7]([O-:8])([O-:9])=[O:10].[NH4+:6].[OH2:55]>>[OH:20][CH2:49][c:32]1[c:31]([CH3:50])[n:30]([CH2:23][c:24]2[cH:25][cH:26][cH:27][cH:28][cH:29]2)[c:38]2[c:33]1[n:34][cH:35][cH:36][c:37]2[N:39]1[CH2:40][c:41]2[cH:42][cH:43][cH:44][cH:45][c:46]2[CH2:47][CH2:48]1. The reactants are CS(=O)(=O)NC1=NC=C(C=C1)[N+](=O)[O-] (2-Methanesulfonylamino-5-nitropyridine), [H][H] (hydrogen). Reagents/catalysts: [Pd] (palladium-on-carbon). The solvent is CCO (EtOH). Yields the product NC=1C=CC(=NC1)NS(=O)(=O)C (5-Amino-methanesulfonylamino-pyridine). Isolated yield 33.2%. As a reaction SMILES: [CH3:1][S:2]([NH:5][C:6]1[CH:11]=[CH:10][C:9]([N+:12]([O-])=O)=[CH:8][N:7]=1)(=[O:4])=[O:3].[H][H]>CCO.[Pd]>[NH2:12][C:9]1[CH:10]=[CH:11][C:6]([NH:5][S:2]([CH3:1])(=[O:4])=[O:3])=[N:7][CH:8]=1. Procedure: A solution of the product from Step 2 (0.374 g, 1.72 mmol) in 95% EtOH (90 ml) was treated with 0.5 g of 10% palladium-on-carbon catalyst and hydrogenated at atmospheric pressure. The reaction was stopped when the theoretical amount of hydrogen had been consumed. The mixture was filtered through celite and the solid was extracted with warm (2:1) MeOH--CH2 cl2. The combined extracts and filtrate were concentrated and the residue was crystallized from MeOH to give 0.107 g of the titled product, mp... The reactants are O=CC1CCCCC1, Nc1ccccc1-c1[nH]ncc1[N+](=O)[O-]. The product is O=[N+]([O-])c1cnn2c1-c1ccccc1NC2C1CCCCC1. Reaction SMILES: [CH:16]([CH:17]1[CH2:18][CH2:19][CH2:20][CH2:21][CH2:22]1)=[O:23].[NH2:1][c:2]1[c:3](-[c:8]2[c:9]([N+:13](=[O:14])[O-:15])[cH:10][n:11][nH:12]2)[cH:4][cH:5][cH:6][cH:7]1>>[NH:1]1[c:2]2[c:3]([cH:4][cH:5][cH:6][cH:7]2)-[c:8]2[c:9]([N+:13](=[O:14])[O-:15])[cH:10][n:11][n:12]2[CH:16]1[CH:17]1[CH2:18][CH2:19][CH2:20][CH2:21][CH2:22]1. Isolated yield 92.5%. The reactants are C(C)OC(=O)C1C(CN(CC1)C(=O)OC(C)(C)C)=O (3-Oxo-piperidine-1,4-dicarboxylic acid 1-tert-butyl ester 4-ethyl ester), C(C1=CC=CC=C1)N (benzyl amine), C(C)OC(=O)C=1CCN(CC1NCC1=CC=CC=C1)C(=O)OC(C)(C)C (5-Benzylamino-3,6-dihydro-2H-pyridine-1,4-dicarboxylic acid 1-tert-butyl ester 4-ethyl ester). Solvent: C1(=CC=CC=C1)C (toluene). Procedure: 5-Benzylamino-3,6-dihydro-2H-pyridine-1,4-dicarboxylic acid 1-tert-butyl ester 4-ethyl ester. 3-Oxo-piperidine-1,4-dicarboxylic acid 1-tert-butyl ester 4-ethyl ester (8.15 g, 30 mmol) from Step A and benzyl amine (3.43 g, 31.8 mmol) were dissolved into toluene (150 mL). The mixture was refluxed vigorously for 72 h and the generated water was collected into Dean-Stark apparatus. The residual solution was concentrated to yield the title compound (10.2 g, 92.5%). MS (ESI) mass calcd. for C20H28N2O4... As a reaction SMILES: C(OC([C:6]1[CH2:7][CH2:8][N:9]([C:20]([O:22][C:23]([CH3:26])([CH3:25])[CH3:24])=[O:21])[CH2:10][C:11]=1[NH:12][CH2:13]C1C=CC=CC=1)=O)C.C(OC(C1CCN(C(OC(C)(C)C)=O)CC1=O)=O)C.C(N)C1C=CC=CC=1>C1(C)C=CC=CC=1>[C:23]([O:22][C:20]([N:9]1[CH2:8][CH2:7][CH:6]2[CH:11]([NH:12][CH2:13]2)[CH2:10]1)=[O:21])([CH3:24])([CH3:25])[CH3:26]. Yields the product C(C)(C)(C)OC(=O)N1CC2NCC2CC1 (3,8-Diaza-bicyclo[4.2.0]octane-3-carboxylic acid tert-butyl ester). Reactants: COC1CCN(CC1)CC#N ((4-Methoxy-1-piperidinyl)acetonitrile). The reagents and catalysts are [Ni] (Raney Nickel). The solvent is CCO (EtOH). Reaction conditions: time 16 hour. The product is COC1CCN(CC1)CCN (2-(4-Methoxy-1-piperidinyl)ethylamine). Reaction SMILES: [CH3:1][O:2][CH:3]1[CH2:8][CH2:7][N:6]([CH2:9][C:10]#[N:11])[CH2:5][CH2:4]1>[Ni].CCO>[CH3:1][O:2][CH:3]1[CH2:8][CH2:7][N:6]([CH2:9][CH2:10][NH2:11])[CH2:5][CH2:4]1. Procedure details: A mixture of nitrile 287 (10.25 g, 66.5 mmol) and Raney Nickel (50% w/w in water, ca. 10 mL) in EtOH (150 mL) and cNH3 (10 mL) was stirred under H2 (60 psi) for 16 h. The mixture was filtered through Celite, washed with EtOH (3×10 mL) and the solvent evaporated to give crude diamine 288 as an oil which was used directly. Reactants: [OH-].[Na+] (sodium hydroxide), [H-].[Al+3].[Li+].[H-].[H-].[H-] (lithium aluminum hydride), [Cl-].[Al+3].[Cl-].[Cl-] (aluminum chloride), C(C1=CC=CC=C1)N1C(C(OC2=C3C1=C1CCCCC1=NC3=CC=C2)C)=O (1-benzyl-3-methyl-1,3,9,10,11,12-hexahydro-2H-quino[4,3,2-ef][1,4]benzoxazepin-2-one). Run in C(C)(=O)OCC (Ethyl acetate), O1CCCC1 (tetrahydrofuran), O1CCCC1 (tetrahydrofuran). Reaction conditions: time 5 minute. Product: C(C1=CC=CC=C1)N1CC(OC2=C3C1=C1CCCCC1=NC3=CC=C2)C (1-Benzyl-2,3,9,10,11,12-hexahydro-3-methyl-1H-quino[4,3,2-ef][1,4]benzoxazepine). Isolated yield 67.0%. Reaction SMILES: [H-].[Al+3].[Li+].[H-].[H-].[H-].[Cl-].[Al+3].[Cl-].[Cl-].[CH2:11]([N:18]1[C:24]2=[C:25]3[C:30](=[N:31][C:32]4=[CH:33][CH:34]=[CH:35][C:22](=[C:23]24)[O:21][CH:20]([CH3:36])[C:19]1=O)[CH2:29][CH2:28][CH2:27][CH2:26]3)[C:12]1[CH:17]=[CH:16][CH:15]=[CH:14][CH:13]=1.[OH-].[Na+]>O1CCCC1.C(OCC)(=O)C>[CH2:11]([N:18]1[C:24]2=[C:25]3[C:30](=[N:31][C:32]4=[CH:33][CH:34]=[CH:35][C:22](=[C:23]24)[O:21][CH:20]([CH3:36])[CH2:19]1)[CH2:29][CH2:28][CH2:27][CH2:26]3)[C:12]1[CH:13]=[CH:14][CH:15]=[CH:16][CH:17]=1 |f:0.1.2.3.4.5,6.7.8.9,11.12|. Reported procedure: To a solution of lithium aluminum hydride in tetrahydrofuran (1M, 12.2 ml) and dry tetrahydrofuran (30 ml) was added aluminum chloride (1.62 g) in portions, with stirring. After five mins, 1-benzyl-3-methyl-1,3,9,10,11,12-hexahydro-2H-quino[4,3,2-ef][1,4]benzoxazepin-2-one (4.38 g) was added and stirring was continued overnight. Ethyl acetate (200 ml) and 10% sodium hydroxide solution (200 ml) were added, and the organic layer was separated, dried over anhydrous sodium magnesium sulfate, and con...